This data is from the Open Reaction Database (ORD), a public repository of structured organic reaction records. The task is: describe an organic reaction: reactants, conditions, products, and yield Reactants: C(C)(C)OC1=C(C=C(C=O)C=C1C)C (4-(Isopropoxy)-3,5-dimethylbenzaldehyde), Cl.NO (hydroxylamine hydrochloride), C(=O)([O-])[O-].[Na+].[Na+] (Na2CO3). Run in CCO (EtOH), CCOC(=O)C (EtOAc). Yields the product C(C)(C)OC1=C(C=C(C=NO)C=C1C)C (4-(isopropoxy)-3,5-dimethylbenzaldehyde oxime). RXN SMILES: [CH:1]([O:4][C:5]1[C:12]([CH3:13])=[CH:11][C:8]([CH:9]=O)=[CH:7][C:6]=1[CH3:14])([CH3:3])[CH3:2].Cl.[NH2:16][OH:17].C([O-])([O-])=O.[Na+].[Na+]>CCO.CCOC(C)=O>[CH:1]([O:4][C:5]1[C:12]([CH3:13])=[CH:11][C:8]([CH:9]=[N:16][OH:17])=[CH:7][C:6]=1[CH3:14])([CH3:3])[CH3:2] |f:1.2,3.4.5|. Procedure details: 4-(Isopropoxy)-3,5-dimethylbenzaldehyde (1.98 g, 10.3 mmol) in EtOH (60 mL) was heated to 60° C. with hydroxylamine hydrochloride (2.4 M aq. solution, 5.2 mL, 1.2 eq.) and Na2CO3 (1.2 M solution, 5.2 mL, 0.6 eq.) at room temperature for 2 hours. The reaction was transferred to a separatory funnel, diluted with EtOAc; the organic layer was separated, washed with brine, dried (MgSO4), filtered and concentrated to yield 710 mg (3.24 mmol) of 4-(isopropoxy)-3,5-dimethylbenzaldehyde oxime as a light ... Reactants: [N+](=O)([O-])C=1C=CC(=C(C(=O)C2=C(C=CC=C2F)F)C1)N1C(=NN=C1)CN1C(C=2C(C1=O)=CC=CC2)=O (5-nitro-2-[3-phthalimidomethyl-4H- 1,2,4-triazol-4-yl]-2',6'-difluorobenzophenone), ClNC(C)=O (N-chloroacetamide). Yields the product [N+](=O)([O-])C=1C=CC(=C(C(=O)C2=C(C=CC=C2F)F)C1)N1C(=NN=C1CN1C(C=2C(C1=O)=CC=CC2)=O)Cl (5-nitro-2-[3-chloro-5-phthalimidomethyl-4H-1,2,4-triazol-4-yl]-2',6'-difluorobenzophenone). As a reaction SMILES: [N+:1]([C:4]1[CH:5]=[CH:6][C:7]([N:20]2[CH:24]=[N:23][N:22]=[C:21]2[CH2:25][N:26]2[C:30](=[O:31])[C:29]3=[CH:32][CH:33]=[CH:34][CH:35]=[C:28]3[C:27]2=[O:36])=[C:8]([CH:19]=1)[C:9]([C:11]1[C:16]([F:17])=[CH:15][CH:14]=[CH:13][C:12]=1[F:18])=[O:10])([O-:3])=[O:2].[Cl:37]NC(=O)C>>[N+:1]([C:4]1[CH:5]=[CH:6][C:7]([N:20]2[C:21]([CH2:25][N:26]3[C:27](=[O:36])[C:28]4=[CH:35][CH:34]=[CH:33][CH:32]=[C:29]4[C:30]3=[O:31])=[N:22][N:23]=[C:24]2[Cl:37])=[C:8]([CH:19]=1)[C:9]([C:11]1[C:16]([F:17])=[CH:15][CH:14]=[CH:13][C:12]=1[F:18])=[O:10])([O-:3])=[O:2]. Procedure details: Following the procedure of Example 1, 5-nitro-2-[3-phthalimidomethyl-4H- 1,2,4-triazol-4-yl]-2',6'-difluorobenzophenone is reacted with N-chloroacetamide to form 5-nitro-2-[3-chloro-5-phthalimidomethyl-4H-1,2,4-triazol-4-yl]-2',6'-difluorobenzophenone. The reactants are C(C1=CC=CC=C1)OC=1C=C(C=O)C=CC1OCC1=CC=CC=C1 (3,4-dibenzyloxybenzaldehyde), CC(=O)[O-].[NH4+] (CH3CO2NH4), C[N+](=O)[O-] (CH3NO2). The solvent is CC(=O)O (CH3CO2H). Run at temperature 23 celsius. The product is C(C1=CC=CC=C1)OC=1C=C(C=C[N+](=O)[O-])C=CC1OCC1=CC=CC=C1 (3,4-Dibenzyloxy-β-nitrostyrene). Yield: 24.1%. RXN SMILES: [CH2:1]([O:8][C:9]1[CH:10]=[C:11]([CH:14]=[CH:15][C:16]=1[O:17][CH2:18][C:19]1[CH:24]=[CH:23][CH:22]=[CH:21][CH:20]=1)[CH:12]=O)[C:2]1[CH:7]=[CH:6][CH:5]=[CH:4][CH:3]=1.CC([O-])=O.[NH4+].[CH3:30][N+:31]([O-:33])=[O:32]>CC(O)=O>[CH2:1]([O:8][C:9]1[CH:10]=[C:11]([CH:14]=[CH:15][C:16]=1[O:17][CH2:18][C:19]1[CH:24]=[CH:23][CH:22]=[CH:21][CH:20]=1)[CH:12]=[CH:30][N+:31]([O-:33])=[O:32])[C:2]1[CH:3]=[CH:4][CH:5]=[CH:6][CH:7]=1 |f:1.2|. Procedure details: A mixture of 79.5 g (1.25 mol) of 3,4-dibenzyloxybenzaldehyde (11) (available from Aldrich Chemical Co.), 47 g CH3CO2NH4, 47 g CH3NO2, and 400 ml CH3CO2H is refluxed for two hours. The mixture is cooled to 23° C. to precipitate the product. The yellow solid is isolated by filtration, washed with ethanol, and air dried. Recrystallization from CH3CO2H--C2H5OH gives 67.2 g (74.5%) of (12): mp 118°-119° C. Reactants: COC=1C=C(C=C(C1OCCC)SC)C(C(=O)O)CCC(C(=O)O)C1=CC(=C(C(=C1)OC)OC)OC (2-(3-methoxy-5-(methylthio)-4-propoxyphenyl)-5-(3,4,5-trimethoxyphenyl)-1,6-hexanedioic acid), BrC=1C=C(C=C(C1OCCC)OC)C1C(C(CC1)C1=CC(=C(C(=C1)OC)OC)OC)=O (3-bromo-5-methoxy-4-propoxyphenyl-5-(3,4,5-trimethoxyphenyl)cyclopentanone). Product: COC=1C=C(C=C(C1OCCC)SOC)C1C(C(CC1)C1=CC(=C(C(=C1)OC)OC)OC)=O (2-(3-methoxy-5-(methoxylthio)-4-propoxyphenyl)-5-(3,4,5-trimethoxyphenyl)-cyclopentanone). As a reaction SMILES: [CH3:1][O:2][C:3]1[CH:4]=[C:5]([CH:15]([CH2:19][CH2:20][CH:21]([C:25]2[CH:30]=[C:29]([O:31][CH3:32])[C:28]([O:33][CH3:34])=[C:27]([O:35][CH3:36])[CH:26]=2)[C:22](O)=[O:23])C(O)=O)[CH:6]=[C:7]([S:13]C)[C:8]=1[O:9][CH2:10][CH2:11][CH3:12].BrC1C=C(C2CCC(C3C=C(OC)C(OC)=C(OC)C=3)C2=O)C=C(OC)[C:43]=1[O:44]CCC>>[CH3:1][O:2][C:3]1[CH:4]=[C:5]([CH:15]2[CH2:19][CH2:20][CH:21]([C:25]3[CH:26]=[C:27]([O:35][CH3:36])[C:28]([O:33][CH3:34])=[C:29]([O:31][CH3:32])[CH:30]=3)[C:22]2=[O:23])[CH:6]=[C:7]([S:13][O:44][CH3:43])[C:8]=1[O:9][CH2:10][CH2:11][CH3:12]. Procedure: Following substantially the same procedure of Step I but substituting 2-(3-bromo-5-methoxy-6-propoxyphenyl)-5-(3,4,5-trimethoxyphenyl)-1,6-hexanedioic acid for 2-(3-methoxy-5-(methylthio)-4-propoxyphenyl)-5-(3,4,5-trimethoxyphenyl)-1,6-hexanedioic acid there was prepared a 1:4 cis:trans mixture of 2-(3-bromo-5-methoxy-4-propoxyphenyl-5-(3,4,5-trimethoxyphenyl)cyclopentanone as an oil in a 15% yield, Reactants: solution, O (H2O), steel, C(C)(=O)N1/C(/C=2CCCCC2CC1)=C/C1=CC=C(C=C1)OC ((E)-2-acetyl-1,2,3,4,5,6,7,8-octahydro-1-(p-methoxybenzylidene)isoquinoline), Ru(TFA)2, Ru(TFA)2. Run in CO (methanol), CO (methanol), CO (methanol), C(Cl)Cl (methylene chloride). Reaction conditions: time 5 hour. The product is C(C)(=O)N1[C@H](C=2CCCCC2CC1)CC1=CC=C(C=C1)OC ((S)-2-acetyl-1-(p-methoxybenzyl)-1,2,3,4,5,6,7,8-octahydroisoquinoline). Yield: 94.6%. Reaction SMILES: [C:1]([N:4]1[CH2:13][CH2:12][C:11]2[CH2:10][CH2:9][CH2:8][CH2:7][C:6]=2/[C:5]/1=[CH:14]\[C:15]1[CH:20]=[CH:19][C:18]([O:21][CH3:22])=[CH:17][CH:16]=1)(=[O:3])[CH3:2].O>C(Cl)Cl.CO>[C:1]([N:4]1[CH2:13][CH2:12][C:11]2[CH2:10][CH2:9][CH2:8][CH2:7][C:6]=2[C@@H:5]1[CH2:14][C:15]1[CH:16]=[CH:17][C:18]([O:21][CH3:22])=[CH:19][CH:20]=1)(=[O:3])[CH3:2]. Procedure: In a glove box, a 500 ml steel autoclave was charged with (E)-2-acetyl-1-(p-methoxybenzylidene)-1,2,3,4,5,6,7,8-octahydroisoquinoline (2.1 g, 7.06 mmol) (prepared according to example 2) 130 ml of methanol, a solution of (+)-CYBIPHEMP (8.2 mg, 0.0142 mmol) and [Ru(TFA)2 (COD)]2 --(H2O) (6.3 mg, 0.007 mmol) in 30 ml of methylene chloride and 5 ml of a solution of 0.0035 mmol of Ru(TFA)2 (BIPHEMP) in methanol. The hydrogenation was run at 100° and 60 bar for 5 h. Work-up as described in example 3 ... Starting materials: CC(C)(C)OC(=O)Nc1ccc(-c2ccc(OC3CN4CCC3CC4)nn2)cc1[N+](=O)[O-], CCO, Cl. Product: Nc1ccc(-c2ccc(OC3CN4CCC3CC4)nn2)cc1[N+](=O)[O-]. As a reaction SMILES: [C:1]([O:2][C:3](=[O:4])[NH:7][c:8]1[c:9]([N+:29](=[O:30])[O-:31])[cH:10][c:11](-[c:14]2[n:15][n:16][c:17]([O:20][CH:21]3[CH2:22][N:23]4[CH2:24][CH2:25][CH:26]3[CH2:27][CH2:28]4)[cH:18][cH:19]2)[cH:12][cH:13]1)([CH3:5])([CH3:6])[CH3:32].[CH3:34][CH2:35][OH:36].[ClH:33]>>[NH2:7][c:8]1[c:9]([N+:29](=[O:30])[O-:31])[cH:10][c:11](-[c:14]2[n:15][n:16][c:17]([O:20][CH:21]3[CH2:22][N:23]4[CH2:24][CH2:25][CH:26]3[CH2:27][CH2:28]4)[cH:18][cH:19]2)[cH:12][cH:13]1. Starting materials: NC1=CC(=NC=2N1N=CC2C=2C=NC1=CC=CC=C1C2)N2CC(CC2)C(=O)OC (methyl 1-(7-amino-3-(quinolin-3-yl)pyrazolo[1,5-a]pyrimidin-5-yl)pyrrolidine-3-carboxylate), C1CCOC1 (THF), [Li+].[OH-] (LiOH). Solvent: O (H2O). Run at time 8 hour. Yields the product NC1=CC(=NC=2N1N=CC2C=2C=NC1=CC=CC=C1C2)N2CC(CC2)C(=O)O (1-(7-Amino-3-(quinolin-3-yl)pyrazolo[1,5-a]pyrimidin-5-yl)pyrrolidine-3-carboxylic acid). Reaction SMILES: [NH2:1][C:2]1[N:7]2[N:8]=[CH:9][C:10]([C:11]3[CH:12]=[N:13][C:14]4[C:19]([CH:20]=3)=[CH:18][CH:17]=[CH:16][CH:15]=4)=[C:6]2[N:5]=[C:4]([N:21]2[CH2:25][CH2:24][CH:23]([C:26]([O:28]C)=[O:27])[CH2:22]2)[CH:3]=1.C1COCC1.[Li+].[OH-]>O>[NH2:1][C:2]1[N:7]2[N:8]=[CH:9][C:10]([C:11]3[CH:12]=[N:13][C:14]4[C:19]([CH:20]=3)=[CH:18][CH:17]=[CH:16][CH:15]=4)=[C:6]2[N:5]=[C:4]([N:21]2[CH2:25][CH2:24][CH:23]([C:26]([OH:28])=[O:27])[CH2:22]2)[CH:3]=1 |f:2.3|. Procedure: To a solution of methyl 1-(7-amino-3-(quinolin-3-yl)pyrazolo[1,5-a]pyrimidin-5-yl)pyrrolidine-3-carboxylate (19 mg, 0.050 mmol) in a 2:1 mixture of THF and H2O (3 mL) was added 1 N LiOH solution (0.25 mL). The reaction mixture was stirred at rt overnight and concentrated in vacuo. The residue was purified by prep-LC to afford the title compound. LC/MS RT=2.80 min. Mass calculated for, M+H 375.16, observed 375.15. Procedure: The titled compound was prepared following the procedure B using 6-({4-[(4-chlorophenyl)ethynyl]benzyl}amino)-2,2-dimethyl-4H-1,3-benzodioxin-4-one and 3-cyclopentylpropanoyl chloride as a white foam (80%). 1H NMR (CDCl3, 300 MHz) δ 7.67 (m, 1H), 7.42 (m, 4H), 7.31 (m, 2H), 7.17 (d, J=7.9 Hz, 2H), 7.06 (m, 1H), 6.89 (d, J=8.7 Hz, 1H), 4.86 (s, 2H), 2.06 (m, 2H), 1.73 (s, 6H), 1.66-1.39 (m, 9H), 0.95 (m, 2H). M+ (ESI): 542.1. HPLC, Rt: 5.83 min (Purity: 97.3%). Reactants: ClC1=CC=C(C=C1)C#CC1=CC=C(CNC2=CC3=C(OC(OC3=O)(C)C)C=C2)C=C1 (6-({4-[(4-chlorophenyl)ethynyl]benzyl}amino)-2,2-dimethyl-4H-1,3-benzodioxin-4-one), C1(CCCC1)CCC(=O)Cl (3-cyclopentylpropanoyl chloride). Product: ClC1=CC=C(C=C1)C#CC1=CC=C(CN(C(CCC2CCCC2)=O)C2=CC3=C(OC(OC3=O)(C)C)C=C2)C=C1 (N-{4-[(4-chlorophenyl)ethynyl]benzyl}-3-cyclopentyl-N-(2,2-dimethyl-4-oxo-4H-1,3-benzodioxin-6-yl)propanamide). As a reaction SMILES: [Cl:1][C:2]1[CH:7]=[CH:6][C:5]([C:8]#[C:9][C:10]2[CH:30]=[CH:29][C:13]([CH2:14][NH:15][C:16]3[CH:28]=[CH:27][C:19]4[O:20][C:21]([CH3:26])([CH3:25])[O:22][C:23](=[O:24])[C:18]=4[CH:17]=3)=[CH:12][CH:11]=2)=[CH:4][CH:3]=1.[CH:31]1([CH2:36][CH2:37][C:38](Cl)=[O:39])[CH2:35][CH2:34][CH2:33][CH2:32]1>>[Cl:1][C:2]1[CH:3]=[CH:4][C:5]([C:8]#[C:9][C:10]2[CH:30]=[CH:29][C:13]([CH2:14][N:15]([C:16]3[CH:28]=[CH:27][C:19]4[O:20][C:21]([CH3:26])([CH3:25])[O:22][C:23](=[O:24])[C:18]=4[CH:17]=3)[C:38](=[O:39])[CH2:37][CH2:36][CH:31]3[CH2:35][CH2:34][CH2:33][CH2:32]3)=[CH:12][CH:11]=2)=[CH:6][CH:7]=1. Reactants: O=C([O-])[O-], CN(C)C=O, CCCC(=O)Nc1nn(COCC[Si](C)(C)C)c2c(F)c(F)c(-c3ccccc3)cc12, [K+], [K+], NCCO. Yields the product C[Si](C)(C)CCOCn1nc(N)c2cc(-c3ccccc3)c(F)c(F)c21. As a reaction SMILES: [C:5](=[O:6])([O-:7])[O-:8].[CH3:42][N:43]([CH3:44])[CH:45]=[O:46].[F:11][c:12]1[c:13](-[c:36]2[cH:37][cH:38][cH:39][cH:40][cH:41]2)[cH:14][c:15]2[c:16]([NH:30][C:31](=[O:32])[CH2:33][CH2:34][CH3:35])[n:17][n:18]([CH2:22][O:23][CH2:24][CH2:25][Si:26]([CH3:27])([CH3:28])[CH3:29])[c:19]2[c:20]1[F:21].[K+:10].[K+:9].[NH2:1][CH2:2][CH2:3][OH:4]>>[F:11][c:12]1[c:13](-[c:36]2[cH:37][cH:38][cH:39][cH:40][cH:41]2)[cH:14][c:15]2[c:16]([NH2:30])[n:17][n:18]([CH2:22][O:23][CH2:24][CH2:25][Si:26]([CH3:27])([CH3:28])[CH3:29])[c:19]2[c:20]1[F:21].